From a dataset of the Open Reaction Database (ORD), a public repository of structured organic reaction records. describe an organic reaction: reactants, conditions, products, and yield The reactants are C(C)O (ethanol), C(C)N(C\C=C/C1=C(C=CC(=C1)F)S(=O)(=O)NC1=CC=C2C3C(COC2=C1C(=O)OC)C3)CC (Methyl (1aRS,7bSR)-5-[2-((Z)-3-diethylaminoprop-1-enyl)-4-fluorobenzenesulfonylamino]-1,1a,2,7b-tetrahydrocyclopropa[c]chromene-4-carboxylate), C(=O)O (formic acid), C(C)N(C\C=C/C1=C(C=CC(=C1)F)S(=O)(=O)NC1=CC=C2C3C(COC2=C1C(=O)OC)C3)CC (Methyl (1aRS,7bSR)-5-[2-((Z)-3-diethylaminoprop-1-enyl)-4-fluorobenzenesulfonylamino]-1,1a,2,7b-tetrahydrocyclopropa[c]chromene-4-carboxylate), O.[OH-].[Li+] (lithium hydroxide monohydrate). Solvent: C1(=CC=CC=C1)C (toluene), O (water), O1CCOCC1 (dioxane). The product is C(C)N(C\C=C/C1=C(C=CC(=C1)F)S(=O)(=O)NC1=CC=C2C3C(COC2=C1C(=O)O)C3)CC ((1aRS,7bSR)-5-[2-((Z)-3-diethylaminoprop-1-enyl)-4-fluorobenzenesulfonylamino]-1,1a,2,7b-tetrahydrocyclopropa[c]chromene-4-carboxylic acid). Yield: 36.7%. As a reaction SMILES: [CH2:1]([N:3]([CH2:33][CH3:34])[CH2:4]/[CH:5]=[CH:6]\[C:7]1[CH:12]=[C:11]([F:13])[CH:10]=[CH:9][C:8]=1[S:14]([NH:17][C:18]1[C:27]([C:28]([O:30]C)=[O:29])=[C:26]2[C:21]([CH:22]3[CH2:32][CH:23]3[CH2:24][O:25]2)=[CH:20][CH:19]=1)(=[O:16])=[O:15])[CH3:2].O.[OH-].[Li+].C(O)=O.C(O)C>O1CCOCC1.O.C1(C)C=CC=CC=1>[CH2:33]([N:3]([CH2:1][CH3:2])[CH2:4]/[CH:5]=[CH:6]\[C:7]1[CH:12]=[C:11]([F:13])[CH:10]=[CH:9][C:8]=1[S:14]([NH:17][C:18]1[C:27]([C:28]([OH:30])=[O:29])=[C:26]2[C:21]([CH:22]3[CH2:32][CH:23]3[CH2:24][O:25]2)=[CH:20][CH:19]=1)(=[O:15])=[O:16])[CH3:34] |f:1.2.3|. Reported procedure: Methyl (1aRS,7bSR)-5-[2-((Z)-3-diethylaminoprop-1-enyl)-4-fluorobenzenesulfonylamino]-1,1a,2,7b-tetrahydrocyclopropa[c]chromene-4-carboxylate (Intermediate 40, 0.185 g) and lithium hydroxide monohydrate (0.159 g) were suspended in dioxane (4 mL) and water (1 mL). The reaction mixture was irradiated in the microwave at 135° C. for 30 minutes. After cooling, the mixture was acidified to pH4 with formic acid, then ethanol and toluene were added and the mixture concentrated in vacuo. The residue was... The reactants are C1(=CC=C(C=C1)[C@H](C(=O)N1C(OC[C@@H]1C(C)C)=O)CC1CCCC1)C1=CC=CC=C1 (3-{2(R)-biphenyl-4-yl-3-cyclopentyl-propionyl}-4(S)-isopropyl-oxazolidin-2-one), [OH-].[Li+] (lithium hydroxide), S(=O)([O-])[O-].[Na+].[Na+] (sodium sulfite), OO (hydrogen peroxide). Solvent: O1CCCC1 (tetrahydrofuran), O (water), O (water). Conditions: temperature 25 celsius, time 7 hour. The product is hexanes ethyl acetate, C1(=CC=C(C=C1)[C@H](C(=O)O)CC1CCCC1)C1=CC=CC=C1 (2(R)-biphenyl-4-yl-3-cyclopentylpropionic acid). The yield is 47.1%. RXN SMILES: [C:1]1([C:25]2[CH:30]=[CH:29][CH:28]=[CH:27][CH:26]=2)[CH:6]=[CH:5][C:4]([C@@H:7]([CH2:19][CH:20]2[CH2:24][CH2:23][CH2:22][CH2:21]2)[C:8](N2[C@@H](C(C)C)COC2=O)=[O:9])=[CH:3][CH:2]=1.OO.[OH-:33].[Li+].S([O-])([O-])=O.[Na+].[Na+]>O1CCCC1.O>[C:1]1([C:25]2[CH:26]=[CH:27][CH:28]=[CH:29][CH:30]=2)[CH:2]=[CH:3][C:4]([C@@H:7]([CH2:19][CH:20]2[CH2:21][CH2:22][CH2:23][CH2:24]2)[C:8]([OH:9])=[O:33])=[CH:5][CH:6]=1 |f:2.3,4.5.6|. Reported procedure: A solution of 3-{2(R)-biphenyl-4-yl-3-cyclopentyl-propionyl}-4(S)-isopropyl-oxazolidin-2-one (127.4 mg, 0.31 mmol) in tetrahydrofuran (1.3 ml,) and water (300 μL) was cooled to 0° C. and then sequentially treated with a 30% aqueous hydrogen peroxide solution (39 μL, 1.25 mmol ) and an 0.8M aqueous lithium hydroxide solution (628 μL, 0.50 mmol). The reaction mixture was allowed to warm to 25° C. where it was stirred for 7 h. At this time, the reaction mixture was treated with solution of sodium s... Reactants: C(#N)C1=CC=C(C=C1)[C@H]1NC(N(C(=C1C(=O)OCC)C)C1=CC(=CC=C1)C(F)(F)F)=O (Ethyl (4R)-4-(4-cyanophenyl)-6-methyl-2-oxo-1-[3-(trifluoromethyl)phenyl]-1,2,3,4-tetrahydro-pyrimidine-5-carboxylate), BrCC(=O)OC (methyl bromoacetate), C([O-])([O-])=O.[K+].[K+] (potassium carbonate). Solvent: CN(C)C=O (DMF). Product: C(#N)C1=CC=C(C=C1)[C@H]1N(C(N(C(=C1C(=O)OCC)C)C1=CC(=CC=C1)C(F)(F)F)=O)CC(=O)OC (Ethyl (4R)-4-(4-cyanophenyl)-3-(2-methoxy-2-oxoethyl)-6-methyl-2-oxo-1-[3-(trifluoromethyl)-phenyl]-1,2,3,4-tetrahydropyrimidine-5-carboxylate). Reaction SMILES: [C:1]([C:3]1[CH:8]=[CH:7][C:6]([C@@H:9]2[C:14]([C:15]([O:17][CH2:18][CH3:19])=[O:16])=[C:13]([CH3:20])[N:12]([C:21]3[CH:26]=[CH:25][CH:24]=[C:23]([C:27]([F:30])([F:29])[F:28])[CH:22]=3)[C:11](=[O:31])[NH:10]2)=[CH:5][CH:4]=1)#[N:2].Br[CH2:33][C:34]([O:36][CH3:37])=[O:35].C(=O)([O-])[O-].[K+].[K+]>CN(C=O)C>[C:1]([C:3]1[CH:8]=[CH:7][C:6]([C@@H:9]2[C:14]([C:15]([O:17][CH2:18][CH3:19])=[O:16])=[C:13]([CH3:20])[N:12]([C:21]3[CH:26]=[CH:25][CH:24]=[C:23]([C:27]([F:28])([F:30])[F:29])[CH:22]=3)[C:11](=[O:31])[N:10]2[CH2:33][C:34]([O:36][CH3:37])=[O:35])=[CH:5][CH:4]=1)#[N:2] |f:2.3.4|. Procedure: 500 mg (1.164 mmol) of the compound from Example 5A were stirred together with 220 mg (1.397 mmol) of methyl bromoacetate and 322 mg (2.329 mmol) of potassium carbonate in 20 ml of DMF at 60° C. overnight. The solid was then filtered off, the filtrate was concentrated on a rotary evaporator, the residue was dissolved in dichloromethane and this solution was washed three times with water. The organic phase was separated off, dried over sodium sulphate, filtered and concentrated. The crude product... Starting materials: C(C)(=O)NC1=C(NC2=CC(=CC=C12)Cl)C(C1=CC(=CC=C1)C#N)=O (3-acetylamino-6-chloro-2-(3-cyanobenzoyl)indole), [OH-].[K+] (potassium hydroxide), C(C)O (ethanol). The solvent is O (water). The product is NC1=C(NC2=CC(=CC=C12)Cl)C(C1=CC(=CC=C1)C(=O)O)=O (3-Amino-2-(3-carboxybenzoyl)-6-chloroindole). Isolated yield 72.0%. Reaction SMILES: C([NH:4][C:5]1[C:13]2[C:8](=[CH:9][C:10]([Cl:14])=[CH:11][CH:12]=2)[NH:7][C:6]=1[C:15](=[O:24])[C:16]1[CH:21]=[CH:20][CH:19]=[C:18](C#N)[CH:17]=1)(=O)C.[OH-:25].[K+].[CH2:27]([OH:29])C>O>[NH2:4][C:5]1[C:13]2[C:8](=[CH:9][C:10]([Cl:14])=[CH:11][CH:12]=2)[NH:7][C:6]=1[C:15](=[O:24])[C:16]1[CH:21]=[CH:20][CH:19]=[C:18]([C:27]([OH:29])=[O:25])[CH:17]=1 |f:1.2|. Reported procedure: A mixture of 3-acetylamino-6-chloro-2-(3-cyanobenzoyl)indole (Example 130, 2.7 g, 7.99 mmol) and potassium hydroxide (2.2 g, 40 mmol) in ethanol (100 ml) and water (100 ml) was heated at reflux for 5 h. The mixture was cooled and concentrated, and the residue partitioned between water (100 ml) and ethyl acetate (100 ml). The aqueous layer was separated and acidified with 2N aqueous hydrochloric acid, extracted with ethyl acetate (100 ml×2) and the combined extracts dried (MgSO4). After removal o... Reactants: IC1=NC=CN=C1 (2-iodopyrazine), C([O-])([O-])=O.[Cs+].[Cs+] (cesium carbonate), ClC1=CC=C(C=C1)N1C(=NC=2N(C=NC2C1=O)C1=CC(=CC=C1)S(=O)(=O)C)C1=CC=C(C=C1)B1OC(C(O1)(C)C)(C)C (1-(4-chloro-phenyl)-9-(3-methanesulfonyl-phenyl)-2-[4-(4,4,5,5-tetramethyl-[1,3,2]-dioxaborolan-2-yl)-phenyl]-1,9-dihydro-purin-6-one), CN(C=O)C (N,N-dimethylformamide). The reagents and catalysts are C1=CC=C(C=C1)P([C-]2C=CC=C2)C3=CC=CC=C3.C1=CC=C(C=C1)P([C-]2C=CC=C2)C3=CC=CC=C3.Cl[Pd]Cl.[Fe+2] (Pd(dppf)2Cl2). Reaction conditions: temperature 100 celsius. Yields the product ClC1=CC=C(C=C1)N1C(=NC2=C(C1=O)C=NN2C2=CC(=CC=C2)S(=O)(=O)C)C2=CC=C(C=C2)C2=NC=CN=C2 (5-(4-chloro-phenyl)-1-(3-methanesulfonyl-phenyl)-6-(4-pyrazin-2-yl-phenyl)-1,5-dihydro-pyrazolo[3,4-d]pyrimidin-4-one). Reaction SMILES: [Cl:1][C:2]1[CH:7]=[CH:6][C:5]([N:8]2[C:16](=[O:17])[C:15]3N=C[N:12]([C:18]4[CH:23]=[CH:22][CH:21]=[C:20]([S:24]([CH3:27])(=[O:26])=[O:25])[CH:19]=4)[C:11]=3[N:10]=[C:9]2[C:28]2[CH:33]=[CH:32][C:31](B3OC(C)(C)C(C)(C)O3)=[CH:30][CH:29]=2)=[CH:4][CH:3]=1.I[C:44]1[CH:49]=[N:48][CH:47]=[CH:46][N:45]=1.C(=O)([O-])[O-].[Cs+].[Cs+].[CH3:56][N:57](C)C=O>C1C=CC(P(C2C=CC=CC=2)[C-]2C=CC=C2)=CC=1.C1C=CC(P(C2C=CC=CC=2)[C-]2C=CC=C2)=CC=1.Cl[Pd]Cl.[Fe+2]>[Cl:1][C:2]1[CH:3]=[CH:4][C:5]([N:8]2[C:16](=[O:17])[C:15]3[CH:56]=[N:57][N:12]([C:18]4[CH:23]=[CH:22][CH:21]=[C:20]([S:24]([CH3:27])(=[O:25])=[O:26])[CH:19]=4)[C:11]=3[N:10]=[C:9]2[C:28]2[CH:29]=[CH:30][C:31]([C:44]3[CH:49]=[N:48][CH:47]=[CH:46][N:45]=3)=[CH:32][CH:33]=2)=[CH:6][CH:7]=1 |f:2.3.4,6.7.8.9|. Procedure details: A solution of 5-(4-chloro-phenyl)-1-(3-methanesulfonyl-phenyl)-6-[4-(4,4,5,5-tetramethyl-[1,3,2]dioxaborolan-2-yl)-phenyl]-1,5-dihydro-pyrazolo[3,4-d]-pyrimidin-4-one (8, 0.5 g, 0.829 mmol) in N,N-dimethylformamide (20 mL) is degassed with argon for 0.5 h. Then 2-iodopyrazine (0.26 g, 1.2 mmol), cesium carbonate (0.54 g, 1.7 mmol), Pd(dppf)2Cl2 (0.06 g, 0.08 mmol) is added and the resulted mixture is degassed with argon for 0.5 h. The reaction mixture is then heated at 100° C. for 3 h. The react... Starting materials: C1(=CC=CC=C1)C=1N=C(OC1C1=CC=CC=C1)CCCCCCC#N (7-(4,5-diphenyl-2-oxazolyl)heptanenitrile), [N-]=[N+]=[N-].[Na+] (sodium azide), [Cl-].[NH4+] (ammonium chloride). Run in CN(C=O)C (dimethylformamide). Product: C1(=CC=CC=C1)C=1N=C(OC1C1=CC=CC=C1)CCCCCCC1=NN=NN1 (5-[6-(4,5-diphenyl-2-oxazolyl)hexyl]tetrazole). Isolated yield 35.4%. Reaction SMILES: [C:1]1([C:7]2[N:8]=[C:9]([CH2:18][CH2:19][CH2:20][CH2:21][CH2:22][CH2:23][C:24]#[N:25])[O:10][C:11]=2[C:12]2[CH:17]=[CH:16][CH:15]=[CH:14][CH:13]=2)[CH:6]=[CH:5][CH:4]=[CH:3][CH:2]=1.[N-:26]=[N+:27]=[N-:28].[Na+].[Cl-].[NH4+]>CN(C)C=O>[C:1]1([C:7]2[N:8]=[C:9]([CH2:18][CH2:19][CH2:20][CH2:21][CH2:22][CH2:23][C:24]3[NH:28][N:27]=[N:26][N:25]=3)[O:10][C:11]=2[C:12]2[CH:13]=[CH:14][CH:15]=[CH:16][CH:17]=2)[CH:2]=[CH:3][CH:4]=[CH:5][CH:6]=1 |f:1.2,3.4|. Procedure details: The procedure is as in the preceding example, heating 1 g of 7-(4,5-diphenyl-2-oxazolyl)heptanenitrile, twice 0.9 g of sodium azide and twice 0.7 g of ammonium chloride in 20 cm3 of dimethylformamide. The solid residue derived from the extractions is crystallised in a mixture of ethyl acetate (5 cm3) and diisopropyl ether (15 cm3). 0.4 g (35%) of 5-[6-(4,5-diphenyl-2-oxazolyl)hexyl]tetrazole is obtained in the form of white crystals, melting point 132° C. The product is Cl.COCCN[C@@H]1C[C@H](CC1)N1N=NC2=CN=C3NC=CC3=C12 (racemic trans (2-methoxy-ethyl)-[3-(6H-1,2,3,5,6-pentaaza-as-indacen-1-yl)-cyclopentyl]-amine hydrochloride). Reactants: Cl (HCl), CO (methanol), N1(N=NC2=CN=C3NC=CC3=C12)[C@@H]1C[C@H](CC1)N (racemic trans 3-(6H-1,2,3,5,6-pentaaza-as-indacen-1-yl)-cyclopentylamine), COCCBr (2-bromoethyl methyl ether), C([O-])([O-])=O.[K+].[K+] (potassium carbonate). Run in C(Cl)Cl (DCM), CN(C)C=O (DMF). Procedure: A mixture of racemic trans 3-(6H-1,2,3,5,6-pentaaza-as-indacen-1-yl)-cyclopentylamine (95.0 mg, 392 μmol), 2-bromoethyl methyl ether (59.9 mg, 431 μmol), potassium carbonate (108 mg, 780 μmol) and DMF (2 mL) was heated to 135° C. for 15 minutes using microwave irradiation. The mixture was filtered, concentrated in vacuo and purified by column chromatography on silica gel (gradient: DCM to 10% [2M NH3 in methanol] in DCM) followed by reverse phase HPLC (5 to 50% acetonitrile in water, +0.1% NH4OH... Conditions: temperature 135 celsius. As a reaction SMILES: [N:1]1([C@H:13]2[CH2:17][CH2:16][C@H:15]([NH2:18])[CH2:14]2)[C:12]2[C:4](=[CH:5][N:6]=[C:7]3[C:11]=2[CH:10]=[CH:9][NH:8]3)[N:3]=[N:2]1.[CH3:19][O:20][CH2:21][CH2:22]Br.C(=O)([O-])[O-].[K+].[K+].[ClH:30].CO>C(Cl)Cl.CN(C=O)C>[ClH:30].[CH3:19][O:20][CH2:21][CH2:22][NH:18][C@H:15]1[CH2:16][CH2:17][C@H:13]([N:1]2[C:12]3[C:4](=[CH:5][N:6]=[C:7]4[C:11]=3[CH:10]=[CH:9][NH:8]4)[N:3]=[N:2]2)[CH2:14]1 |f:2.3.4,9.10|. Starting materials: C1(=CC=CC=C1)C1=CNC2=CC=C(C=C12)[N+](=O)[O-] (3-phenyl-5-nitroindole), C(C)I (Ethyl iodide), [H-].[Na+] (NaH), oil. Run in CN(C)C=O (DMF), O (water), CN(C)C=O (DMF). Run at temperature 0 celsius, time 20 minute. The product is C(C)N1C=C(C2=CC(=CC=C12)[N+](=O)[O-])C1=CC=CC=C1 (N-ethyl-3-phenyl-5-nitroindole), powder. The yield is 89.5%. Reaction SMILES: [H-].[Na+].[C:3]1([C:9]2[C:17]3[C:12](=[CH:13][CH:14]=[C:15]([N+:18]([O-:20])=[O:19])[CH:16]=3)[NH:11][CH:10]=2)[CH:8]=[CH:7][CH:6]=[CH:5][CH:4]=1.[CH2:21](I)[CH3:22]>CN(C=O)C.O>[CH2:21]([N:11]1[C:12]2[C:17](=[CH:16][C:15]([N+:18]([O-:20])=[O:19])=[CH:14][CH:13]=2)[C:9]([C:3]2[CH:4]=[CH:5][CH:6]=[CH:7][CH:8]=2)=[CH:10]1)[CH3:22] |f:0.1|. Reported procedure: To a mixture of 60% NaH in mineral oil (8.7 mg, 0.630 mmol) and DMF (1.0 mL) is added dropwise a solution of 3-phenyl-5-nitroindole (40.0 mg, 2.1 mmol) in DMF (0.75 mL). The reaction mixture is stirred for 20 min at 0° C. under N2. Ethyl iodide (14.8 μL, 0.185 mmol) is added dropwise and the reaction mixture is stirred for an additional 3 hours. The reaction mixture is diluted with water (250 mL), and extracted with EtOAc (30 mL). The organic phase is washed with water (250 mL) and is then dried... Starting materials: CC(C)(C)c1nc(C2CCC2)cc(N2CCN(CCCO)CC2)n1, [Li]CCCC, CS(=O)(=O)c1nccc(OCc2ccccc2)n1, C1CCOC1. Product: CC(C)(C)c1nc(C2CCC2)cc(N2CCN(CCCOc3nccc(OCc4ccccc4)n3)CC2)n1. As a reaction SMILES: [C:1]([CH3:2])([CH3:3])([CH3:4])[c:5]1[n:6][c:7]([CH:21]2[CH2:22][CH2:23][CH2:24]2)[cH:8][c:9]([N:11]2[CH2:12][CH2:13][N:14]([CH2:17][CH2:18][CH2:19][OH:20])[CH2:15][CH2:16]2)[n:10]1.[CH2:25]([Li:26])[CH2:27][CH2:28][CH3:29].[CH2:30]([c:31]1[cH:32][cH:33][cH:34][cH:35][cH:36]1)[O:37][c:38]1[n:39][c:40]([S:44]([CH3:45])(=[O:46])=[O:47])[n:41][cH:42][cH:43]1.[O:48]1[CH2:49][CH2:50][CH2:51][CH2:52]1>>[C:1]([CH3:2])([CH3:3])([CH3:4])[c:5]1[n:6][c:7]([CH:21]2[CH2:22][CH2:23][CH2:24]2)[cH:8][c:9]([N:11]2[CH2:12][CH2:13][N:14]([CH2:17][CH2:18][CH2:19][O:20][c:40]3[n:39][c:38]([O:37][CH2:30][c:31]4[cH:32][cH:33][cH:34][cH:35][cH:36]4)[cH:43][cH:42][n:41]3)[CH2:15][CH2:16]2)[n:10]1. Starting materials: C(CCC)[Li] (n-butyllithium), II (iodine), S(=O)(O)[O-].[Na+] (sodium hydrogensulfite), ClC1=CC(=NC=C1)NC(OC(C)(C)C)=O (tert-Butyl (4-chloropyridin-2-yl)carbamate), CN(CCN(C)C)C (tetramethylethylenediamine). Run in CCCCCC (hexane), O1CCCC1 (tetrahydrofuran), O1CCCC1 (tetrahydrofuran). Conditions: temperature -70 celsius, time 1 hour. Yields the product ClC1=C(C(=NC=C1)NC(OC(C)(C)C)=O)I (tert-butyl (4-chloro-3-iodopyridin-2-yl)carbamate). As a reaction SMILES: [Cl:1][C:2]1[CH:7]=[CH:6][N:5]=[C:4]([NH:8][C:9](=[O:15])[O:10][C:11]([CH3:14])([CH3:13])[CH3:12])[CH:3]=1.CN(C)CCN(C)C.C([Li])CCC.[I:29]I.S([O-])(O)=O.[Na+]>O1CCCC1.CCCCCC>[Cl:1][C:2]1[CH:7]=[CH:6][N:5]=[C:4]([NH:8][C:9](=[O:15])[O:10][C:11]([CH3:12])([CH3:14])[CH3:13])[C:3]=1[I:29] |f:4.5|. Reported procedure: tert-Butyl (4-chloropyridin-2-yl)carbamate (10 g, 43.7 mmol) and tetramethylethylenediamine (12 mL) in anhydrous tetrahydrofuran (200 mL) was cooled to −70° C. and treated dropwise with a solution of 2.5M n-butyllithium (52 mL, 131 mmol) in hexane over a period of 30 minutes. The mixture was stirred at −70° C. for 1 hour and treated dropwise with a solution of iodine (27 g, 109 mmol) in anhydrous tetrahydrofuran at −70° C. After the addition, the mixture was stirred at the −70° C. for 30 minutes...